From a dataset of the Open Reaction Database (ORD), a public repository of structured organic reaction records. describe an organic reaction: reactants, conditions, products, and yield The reactants are Cc1c(C)c2c(c(C)c1O)CCC(C)(C#Cc1ccccc1)O2, CCO, C1CCOC1. Product: Cc1c(C)c2c(c(C)c1O)CCC(C)(CCc1ccccc1)O2. Reaction SMILES: [CH3:1][C:2]1([C:16]#[C:17][c:18]2[cH:19][cH:20][cH:21][cH:22][cH:23]2)[O:3][c:4]2[c:5]([c:8]([CH3:15])[c:9]([OH:14])[c:10]([CH3:13])[c:11]2[CH3:12])[CH2:6][CH2:7]1.[CH3:29][CH2:30][OH:31].[O:24]1[CH2:25][CH2:26][CH2:27][CH2:28]1>>[CH3:1][C:2]1([CH2:16][CH2:17][c:18]2[cH:19][cH:20][cH:21][cH:22][cH:23]2)[O:3][c:4]2[c:5]([c:8]([CH3:15])[c:9]([OH:14])[c:10]([CH3:13])[c:11]2[CH3:12])[CH2:6][CH2:7]1. Reactants: CCO, N#Cc1ccc(OC2CCOC2)c(Cl)c1, NO. The product is NC(=NO)c1ccc(OC2CCOC2)c(Cl)c1. Reaction SMILES: [CH3:18][CH2:19][OH:20].[Cl:1][c:2]1[cH:3][c:4]([C:5]#[N:6])[cH:7][cH:8][c:9]1[O:10][CH:11]1[CH2:12][O:13][CH2:14][CH2:15]1.[NH2:16][OH:17]>>[Cl:1][c:2]1[cH:3][c:4]([C:5]([NH2:6])=[N:16][OH:17])[cH:7][cH:8][c:9]1[O:10][CH:11]1[CH2:12][O:13][CH2:14][CH2:15]1. Starting materials: C(C)OC(CC1=CC(=CC(=C1)Cl)Br)=O ((3-bromo-5-chloro-phenyl)-acetic acid ethyl ester), FC=1C=CC(=C(C=O)C1)B1OC(C(O1)(C)C)(C)C (5-fluoro-2-(4,4,5,5-tetramethyl-[1,3,2]dioxaborolan-2-yl)-benzaldehyde). Product: C(C)OC(CC=1C=C(C=C(C1)Cl)C1=C(C=C(C=C1)F)C=O)=O ((5-Chloro-4′-fluoro-2′-formyl-biphenyl-3-yl)-acetic acid ethyl ester). RXN SMILES: [CH2:1]([O:3][C:4](=[O:14])[CH2:5][C:6]1[CH:11]=[C:10]([Cl:12])[CH:9]=[C:8](Br)[CH:7]=1)[CH3:2].[F:15][C:16]1[CH:17]=[CH:18][C:19](B2OC(C)(C)C(C)(C)O2)=[C:20]([CH:23]=1)[CH:21]=[O:22]>>[CH2:1]([O:3][C:4](=[O:14])[CH2:5][C:6]1[CH:7]=[C:8]([C:19]2[CH:18]=[CH:17][C:16]([F:15])=[CH:23][C:20]=2[CH:21]=[O:22])[CH:9]=[C:10]([Cl:12])[CH:11]=1)[CH3:2]. Procedure: Prepared according to the procedure described in Example 1, Step 4, using the following starting materials: (3-bromo-5-chloro-phenyl)-acetic acid ethyl ester and 5-fluoro-2-(4,4,5,5-tetramethyl-[1,3,2]dioxaborolan-2-yl)-benzaldehyde. Starting materials: CC(C)N=C=O, ClC(Cl)Cl, O=C(CC1(c2ccc(-c3ccc(-c4cnco4)cc3)s2)CCNCCS1(=O)=O)NOC1CCCCO1. Yields the product CC(C)NC(=O)N1CCC(CC(=O)NOC2CCCCO2)(c2ccc(-c3ccc(-c4cnco4)cc3)s2)S(=O)(=O)CC1. Reaction SMILES: [CH:37]([CH3:38])([CH3:39])[N:40]=[C:41]=[O:42].[CH:43]([Cl:44])([Cl:45])[Cl:46].[O:1]1[CH:2]([O:7][NH:8][C:9]([CH2:10][C:11]2([c:20]3[s:21][c:22](-[c:25]4[cH:26][cH:27][c:28](-[c:31]5[cH:32][n:33][cH:34][o:35]5)[cH:29][cH:30]4)[cH:23][cH:24]3)[CH2:12][CH2:13][NH:14][CH2:15][CH2:16][S:17]2(=[O:18])=[O:19])=[O:36])[CH2:3][CH2:4][CH2:5][CH2:6]1>>[O:1]1[CH:2]([O:7][NH:8][C:9]([CH2:10][C:11]2([c:20]3[s:21][c:22](-[c:25]4[cH:26][cH:27][c:28](-[c:31]5[cH:32][n:33][cH:34][o:35]5)[cH:29][cH:30]4)[cH:23][cH:24]3)[CH2:12][CH2:13][N:14]([C:41]([NH:40][CH:37]([CH3:38])[CH3:39])=[O:42])[CH2:15][CH2:16][S:17]2(=[O:18])=[O:19])=[O:36])[CH2:3][CH2:4][CH2:5][CH2:6]1.